This data is from the Open Reaction Database (ORD), a public repository of structured organic reaction records. The task is: describe an organic reaction: reactants, conditions, products, and yield Starting materials: O (water), NC1=NC=CC=C1 (2-aminopyridine), C(O)([O-])=O.[Na+] (sodium hydrogencarbonate), BrCC(=O)C1=NN(C2=CC=C(C=C12)[N+](=O)[O-])C(=O)OC(C)(C)C (tert-butyl 3-(2-bromoacetyl)-5-nitro-1H-1-indazolecarboxylate). Run in O1C(CCC1)CO (tetrahydrofuran-methanol). Product: N=1C(=CN2C1C=CC=C2)C2=NN(C1=CC=C(C=C21)[N+](=O)[O-])C(=O)OC(C)(C)C (tert-Butyl 3-(imidazo[1,2-a]pyridin-2-yl)-5-nitro-1H-1-indazolecarboxylate). The yield is 43.7%. Reaction SMILES: Br[CH2:2][C:3]([C:5]1[C:13]2[C:8](=[CH:9][CH:10]=[C:11]([N+:14]([O-:16])=[O:15])[CH:12]=2)[N:7]([C:17]([O:19][C:20]([CH3:23])([CH3:22])[CH3:21])=[O:18])[N:6]=1)=O.[NH2:24][C:25]1[CH:30]=[CH:29][CH:28]=[CH:27][N:26]=1.C(=O)([O-])O.[Na+].O>O1CCCC1CO>[N:24]1[C:3]([C:5]2[C:13]3[C:8](=[CH:9][CH:10]=[C:11]([N+:14]([O-:16])=[O:15])[CH:12]=3)[N:7]([C:17]([O:19][C:20]([CH3:23])([CH3:22])[CH3:21])=[O:18])[N:6]=2)=[CH:2][N:26]2[CH:27]=[CH:28][CH:29]=[CH:30][C:25]=12 |f:2.3|. Procedure: A total of 0.88 g of tert-butyl 3-(2-bromoacetyl)-5-nitro-1H-1-indazolecarboxylate was dissolved in 10 ml of tetrahydrofuran-methanol (1:1), and 240 mg of 2-aminopyridine and 210 mg of sodium hydrogencarbonate were added, followed by heating under reflux for 1 hour. To the reaction mixture was added water, and the mixture was extracted with ethyl acetate. The mixture was washed with water, dried over magnesium sulfate and the solvent was removed. The residue was purified and separated by silica ... Starting materials: [Li+].[OH-] (LiOH), CN1CCN(CC1)S(=O)(=O)C=1C=CC(=C(C(=O)OC)C1)OCC1=CC=CC=C1 (methyl 5-[(4-methyl-1-piperazinyl) sulfonyl]-2-[(phenylmethyl)oxy]benzoate), Cl (HCl). Solvent: O1CCCC1 (tetrahydrofuran), O (water), C(C)(=O)OCC (ethyl acetate). Conditions: temperature 50 celsius. Product: CN1CCN(CC1)S(=O)(=O)C=1C=CC(=C(C(=O)O)C1)OCC1=CC=CC=C1 (5-[(4-Methyl-1-piperazinyl)sulfonyl]-2-[(phenylmethyl)oxy]benzoic acid). Reaction SMILES: [Li+].[OH-].[CH3:3][N:4]1[CH2:9][CH2:8][N:7]([S:10]([C:13]2[CH:14]=[CH:15][C:16]([O:23][CH2:24][C:25]3[CH:30]=[CH:29][CH:28]=[CH:27][CH:26]=3)=[C:17]([CH:22]=2)[C:18]([O:20]C)=[O:19])(=[O:12])=[O:11])[CH2:6][CH2:5]1.Cl>O1CCCC1.O.C(OCC)(=O)C>[CH3:3][N:4]1[CH2:9][CH2:8][N:7]([S:10]([C:13]2[CH:14]=[CH:15][C:16]([O:23][CH2:24][C:25]3[CH:30]=[CH:29][CH:28]=[CH:27][CH:26]=3)=[C:17]([CH:22]=2)[C:18]([OH:20])=[O:19])(=[O:12])=[O:11])[CH2:6][CH2:5]1 |f:0.1|. Procedure details: LiOH (15.39 mg, 0.64 mmol) was added to a stirred solution of methyl 5-[(4-methyl-1-piperazinyl) sulfonyl]-2-[(phenylmethyl)oxy]benzoate (may be prepared as described in Description 71; 260 mg, 0.64 mmol) in a mixture of tetrahydrofuran and water (3:1, 40 ml). The mixture was heated at 50° C. for 6 h and then diluted with ethyl acetate (50 nil). 10% Aqueous HCl was added to the mixture to adjust pH to 2. The organic phase was isolated, washed with brine, dried over MgSO4, and concentrated to yie...